From a dataset of the Open Reaction Database (ORD), a public repository of structured organic reaction records. describe an organic reaction: reactants, conditions, products, and yield The reactants are NC[C@H]1N(CCC[C@H]1C)C(=O)C1=C(C(=CC=C1)F)C1=NC=CC=N1 (((2S,3R)-2-(aminomethyl)-3-methylpiperidin-1-yl)(3-fluoro-2-(pyrimidin-2-yl)phenyl)methanone), FC1=NC=C(C=C1)C(F)(F)F (2-fluoro-5-(trifluoromethyl)pyridine). Yields the product FC=1C(=C(C=CC1)C(=O)N1[C@@H]([C@@H](CCC1)C)CNC1=NC=C(C=C1)C(F)(F)F)C1=NC=CC=N1 ((3-Fluoro-2-(pyrimidin-2-yl)phenyl)((2S,3R)-3-methyl-2-(((5-(trifluoromethyl)pyridin-2-yl)amino)methyl)piperidin-1-yl)methanone). RXN SMILES: [NH2:1][CH2:2][C@@H:3]1[C@H:8]([CH3:9])[CH2:7][CH2:6][CH2:5][N:4]1[C:10]([C:12]1[CH:17]=[CH:16][CH:15]=[C:14]([F:18])[C:13]=1[C:19]1[N:24]=[CH:23][CH:22]=[CH:21][N:20]=1)=[O:11].F[C:26]1[CH:31]=[CH:30][C:29]([C:32]([F:35])([F:34])[F:33])=[CH:28][N:27]=1>>[F:18][C:14]1[C:13]([C:19]2[N:20]=[CH:21][CH:22]=[CH:23][N:24]=2)=[C:12]([C:10]([N:4]2[CH2:5][CH2:6][CH2:7][C@@H:8]([CH3:9])[C@H:3]2[CH2:2][NH:1][C:26]2[CH:31]=[CH:30][C:29]([C:32]([F:35])([F:34])[F:33])=[CH:28][N:27]=2)=[O:11])[CH:17]=[CH:16][CH:15]=1. Procedure details: The title compound was prepared following the same general protocol as described for Example A1 using ((2S,3R)-2-(aminomethyl)-3-methylpiperidin-1-yl)(3-fluoro-2-(pyrimidin-2-yl)phenyl)methanone and 2-fluoro-5-(trifluoromethyl)pyridine. ESI-MS (m/z): 474 [M+1]+. 1H NMR (300 MHz, DMSO-d6) δ 9.00-6.55 (m, 10H), 4.75-2.75 (m, 5H), 1.75-0.65 (m, 8H). The reactants are NS(=O)(=O)C1=C(C(=O)N(CC)CC)C(=CC=C1)C(C)C (2-aminosulfonyl-6-isopropyl-N,N-diethylbenzamide). The solvent is C(C)(=O)O (acetic acid). Yields the product C(C)(C)C1=C2C(NS(=O)(=O)C2=CC=C1)=O (4-isopropylsaccharin). The yield is 88.3%. Reaction SMILES: N[S:2]([C:5]1[CH:17]=[CH:16][CH:15]=[C:14]([CH:18]([CH3:20])[CH3:19])[C:6]=1[C:7]([N:9](CC)CC)=[O:8])(=[O:4])=[O:3]>C(O)(=O)C>[CH:18]([C:14]1[CH:15]=[CH:16][CH:17]=[C:5]2[C:6]=1[C:7](=[O:8])[NH:9][S:2]2(=[O:4])=[O:3])([CH3:20])[CH3:19]. Procedure details: A solution of 2-aminosulfonyl-6-isopropyl-N,N-diethylbenzamide (60 g) in acetic acid (400 mL) was refluxed for 24 hours, then cooled to room temperature. The solvent was removed under vacuum. The oily residue was dissolved in water (500 mL) and the pH was adjusted to 1 with hydrochloric acid (2N). The crude product was collected by filtration, washed with water (300 mL), dried at 60° C. under vacuum for 18 hours and recrystallized from ether-hexane to give 4-isopropylsaccharin (40 g, 90% yield, ... Starting materials: C1(=CC=CC=C1)C(C(C1=CC=C(C=C1)OC)C1=CC=C(C=C1)F)C(F)(F)F (2-Phenyl-3,3,3-trifluoro-1-(4-fluorophenyl)-1-(4-methoxyphenyl)-propane), ClC=1C(C(=C(C(C1Cl)=O)C#N)C#N)=O (2,3-dichloro-5,6-dicyano-1,4-benzoquinone). Reaction conditions: time 8 hour. Product: C1(=CC=CC=C1)C(=C(C1=CC=C(C=C1)OC)C1=CC=C(C=C1)F)C(F)(F)F (2-Phenyl-3,3,3-trifluoro-1-(4-fluorophenyl)-1-(4-methoxyphenyl)-propene). The yield is 51.0%. As a reaction SMILES: [C:1]1([CH:7]([C:24]([F:27])([F:26])[F:25])[CH:8]([C:17]2[CH:22]=[CH:21][C:20]([F:23])=[CH:19][CH:18]=2)[C:9]2[CH:14]=[CH:13][C:12]([O:15][CH3:16])=[CH:11][CH:10]=2)[CH:6]=[CH:5][CH:4]=[CH:3][CH:2]=1.ClC1C(=O)C(C#N)=C(C#N)C(=O)C=1Cl>>[C:1]1([C:7]([C:24]([F:27])([F:25])[F:26])=[C:8]([C:17]2[CH:22]=[CH:21][C:20]([F:23])=[CH:19][CH:18]=2)[C:9]2[CH:10]=[CH:11][C:12]([O:15][CH3:16])=[CH:13][CH:14]=2)[CH:6]=[CH:5][CH:4]=[CH:3][CH:2]=1. Procedure: 2-Phenyl-3,3,3-trifluoro-1-(4-fluorophenyl)-1-(4-methoxyphenyl)-propane, prepared as described in Example 18, is reacted with 2,3-dichloro-5,6-dicyano-1,4-benzoquinone under boiling for 8 hours as described in Example 7. The reaction mixture is processed, and the product is crystallized from ethanol. 2-Phenyl-3,3,3-trifluoro-1-(4-fluorophenyl)-1-(4-methoxyphenyl)-propene is obtained with a yield of 51%; m.p.: 52°-56° C. Reactants: C(C)(=O)NCC(=O)O (2-acetamidoacetic acid), NC=1C=C(C=C(C1)Cl)NC=1C2=C(N=CN1)NC=C2C(=O)C2=CC=CC=C2 ((4-((3-amino-5-chlorophenyl)amino)-7H-pyrrolo[2,3-d]pyrimidin-5-yl)(phenyl)methanone), C(C1=CC=CC=C1)(=O)N (benzamide). Product: C(C)(=O)NCC(=O)NC1=CC(=CC(=C1)Cl)NC=1C2=C(N=CN1)NC=C2C(C2=CC=CC=C2)=O (2-Acetamido-N-(3-((5-benzoyl-7H-pyrrolo[2,3-d]pyrimidin-4-yl)amino)-5-chlorophenyl)acetamide). RXN SMILES: [C:1]([NH:4][CH2:5][C:6]([OH:8])=O)(=[O:3])[CH3:2].[NH2:9][C:10]1[CH:11]=[C:12]([NH:17][C:18]2[C:19]3[C:26]([C:27]([C:29]4[CH:34]=[CH:33][CH:32]=[CH:31][CH:30]=4)=[O:28])=[CH:25][NH:24][C:20]=3[N:21]=[CH:22][N:23]=2)[CH:13]=[C:14]([Cl:16])[CH:15]=1.C(N)(=O)C1C=CC=CC=1>>[C:1]([NH:4][CH2:5][C:6]([NH:9][C:10]1[CH:15]=[C:14]([Cl:16])[CH:13]=[C:12]([NH:17][C:18]2[C:19]3[C:26]([C:27](=[O:28])[C:29]4[CH:34]=[CH:33][CH:32]=[CH:31][CH:30]=4)=[CH:25][NH:24][C:20]=3[N:21]=[CH:22][N:23]=2)[CH:11]=1)=[O:8])(=[O:3])[CH3:2]. Procedure details: 2-Acetamido-N-(3-((5-benzoyl-7H-pyrrolo[2,3-d]pyrimidin-4-yl)amino)-5-chlorophenyl)acetamide was synthesized using 2-acetamidoacetic acid and (4-((3-amino-5-chlorophenyl)amino)-7H-pyrrolo[2,3-d]pyrimidin-5-yl)(phenyl)methanone according to the procedure for the synthesis of N-3-((5-benzoyl-7H-pyrrolo[2,3-d]pyridine-4-yl)amino)phenyl)benzamide. A white solid was obtained. M.p.>300° C.; 400 MHz 1HNMR (DMSO-d6) δ 11.53 (s, 1H), 10.24 (s, 1H), 8.53 (s, 1H), 8.25-8.22 (m, 1H), 8.11-8.10 (m, 1H), 8.00...